Task: describe an organic reaction: reactants, conditions, products, and yield. Dataset: the Open Reaction Database (ORD), a public repository of structured organic reaction records Reactants: COC(=O)C1N(CC1)CC1=CC=CC=C1 (N-Benzylazetidine-2-carboxylic acid methyl ester). Run in COC(C)(C)C (t-butyl methyl ether), O (water). Conditions: temperature 40 celsius, time 1 minute. Product: C(C1=CC=CC=C1)N1C(CC1)C(=O)O (N-benzylazetidine-2-carboxylic acid). Reaction SMILES: C[O:2][C:3]([CH:5]1[CH2:8][CH2:7][N:6]1[CH2:9][C:10]1[CH:15]=[CH:14][CH:13]=[CH:12][CH:11]=1)=[O:4]>COC(C)(C)C.O>[CH2:9]([N:6]1[CH2:7][CH2:8][CH:5]1[C:3]([OH:4])=[O:2])[C:10]1[CH:11]=[CH:12][CH:13]=[CH:14][CH:15]=1. Procedure details: N-Benzylazetidine-2-carboxylic acid methyl ester (1.4 g) was dissolved in 40 ml of t-butyl methyl ether at 20 to 25° C. and stirred for one minute and 70 mg of Enzyme (Chirazyme L-2) suspended in 2 ml of water was poured thereto and the resulting solution was heated to 40° C. and stirred for 14 hours. Settled solution was separated into an aqueous phase and an organic phase. The aqueous phase was washed twice with t-butyl methyl ether (5 ml) to yield an aqueous solution of optically active N-ben... Reactants: C1(CC1)NC(C1=CC(=C(C(=C1)F)C)C=1C=C2C(=CN(C(C2=CC1)=O)CC1CC1)C=O)=O (N-Cyclopropyl-3-(2-(cyclopropylmethyl)-4-formyl-1-oxo-1,2-dihydroisoquinolin-6-yl)-5-fluoro-4-methylbenzamide), N1CCNC(CC1)CO ([1,4]Diazepan-5-yl-methanol). The product is C1(CC1)NC(C1=CC(=C(C(=C1)F)C)C=1C=C2C(=CN(C(C2=CC1)=O)CC1CC1)CN1CCNC(CC1)CO)=O (N-Cyclopropyl-3-[2-cyclopropylmethyl-4-(5-hydroxymethyl-[1,4]diazepan-1-ylmethyl)-1-oxo-1,2-dihydro-isoquinolin-6-yl]-5-fluoro-4-methyl-benzamide). As a reaction SMILES: [CH:1]1([NH:4][C:5](=[O:31])[C:6]2[CH:11]=[C:10]([F:12])[C:9]([CH3:13])=[C:8]([C:14]3[CH:15]=[C:16]4[C:21](=[CH:22][CH:23]=3)[C:20](=[O:24])[N:19]([CH2:25][CH:26]3[CH2:28][CH2:27]3)[CH:18]=[C:17]4[CH:29]=O)[CH:7]=2)[CH2:3][CH2:2]1.[NH:32]1[CH2:38][CH2:37][CH:36]([CH2:39][OH:40])[NH:35][CH2:34][CH2:33]1>>[CH:1]1([NH:4][C:5](=[O:31])[C:6]2[CH:11]=[C:10]([F:12])[C:9]([CH3:13])=[C:8]([C:14]3[CH:15]=[C:16]4[C:21](=[CH:22][CH:23]=3)[C:20](=[O:24])[N:19]([CH2:25][CH:26]3[CH2:27][CH2:28]3)[CH:18]=[C:17]4[CH2:29][N:32]3[CH2:38][CH2:37][CH:36]([CH2:39][OH:40])[NH:35][CH2:34][CH2:33]3)[CH:7]=2)[CH2:3][CH2:2]1. Procedure details: The title compound was prepared as a solid according to the method of Example 75 step ii) using the product of Example 75 step i) and the product of step i).